This data is from the Open Reaction Database (ORD), a public repository of structured organic reaction records. The task is: describe an organic reaction: reactants, conditions, products, and yield Starting materials: NC1=NC=NN2C1=C(C(=C2CN2CCNCC2)COCC(=O)N)C=2SC1=C(C2)C=C(C=C1OC)C (2-{[4-Amino-5-(7-methoxy-5-methyl-1-benzothiophen-2-yl)-7-(piperazin-1-ylmethyl)pyrrolo-[2,1-f][1,2,4]triazin-6-yl]methoxy}acetamide), C([O-])([O-])=O.[Na+].[Na+] (sodium carbonate), C(C)(=O)Cl (Acetyl chloride). Run in C1CCOC1.ClCCl (THF dichloromethane). Reaction conditions: time 30 minute. Yields the product C(C)(=O)N1CCN(CC1)CC1=C(C(=C2C(=NC=NN21)N)C=2SC1=C(C2)C=C(C=C1OC)C)COCC(=O)N (2-({7-[(4-Acetylpiperazin-1-yl)methyl]-4-amino-5-(7-methoxy-5-methyl-1-benzothiophen-2-yl)pyrrolo[2,1-f][1,2,4]triazin-6-yl}methoxy)acetamide). Reaction SMILES: [NH2:1][C:2]1[C:7]2=[C:8]([C:24]3[S:25][C:26]4[C:32]([O:33][CH3:34])=[CH:31][C:30]([CH3:35])=[CH:29][C:27]=4[CH:28]=3)[C:9]([CH2:18][O:19][CH2:20][C:21]([NH2:23])=[O:22])=[C:10]([CH2:11][N:12]3[CH2:17][CH2:16][NH:15][CH2:14][CH2:13]3)[N:6]2[N:5]=[CH:4][N:3]=1.C(=O)([O-])[O-].[Na+].[Na+].[C:42](Cl)(=[O:44])[CH3:43]>C1COCC1.ClCCl>[C:42]([N:15]1[CH2:14][CH2:13][N:12]([CH2:11][C:10]2[N:6]3[C:7]([C:2]([NH2:1])=[N:3][CH:4]=[N:5]3)=[C:8]([C:24]3[S:25][C:26]4[C:32]([O:33][CH3:34])=[CH:31][C:30]([CH3:35])=[CH:29][C:27]=4[CH:28]=3)[C:9]=2[CH2:18][O:19][CH2:20][C:21]([NH2:23])=[O:22])[CH2:17][CH2:16]1)(=[O:44])[CH3:43] |f:1.2.3,5.6|. Procedure details: A solution of Example 33 (105 mg, 68% purity, 144 μmol) in THF/dichloromethane (1:2.5, 3.9 ml) was treated with sodium carbonate (179 mg, 1.6 mmol) and stirred at rt for 30 min. Acetyl chloride (30 μl, 424 μmol) was added, and the resulting mixture was stirred at rt for 30 min, then quenched with methanol (2 ml) and evaporated. Purification by preparative RP-HPLC (Reprosil C18, gradient 10-95% acetonitrile/0.1% aq. formic acid) afforded 30 mg (85% purity, 34% of th.) of the title compound. Reactants: C1(=CC=CC=C1)P(C1=C(C2=CC=CC=C2C=C1)C1=C(C=CC2=CC=CC=C12)P(C1=CC=CC=C1)C1=CC=CC=C1)C1=CC=CC=C1 (racemic-2,2′-bis(diphenylphosphino)-1,1′-binaphthyl), C(C)(=O)OCC (ethyl acetate), ClC=1C=2N(C=CC1)C(=C(N2)C2=CC(=CC=C2)OC)C2=NC(=NC=C2)NC2=CC=CC=C2 (4-[8-chloro-2-(3-methoxyphenyl)imidazo[1,2-α]pyridin-3-yl]-N-phenylpyrimidin-2-amine), C1(CCCC1)N (cyclopentylamine), C([O-])([O-])=O.[Cs+].[Cs+] (cesium carbonate). Reagents/catalysts: C(C)(=O)[O-].[Pd+2].C(C)(=O)[O-] (palladium (II) acetate). The solvent is O (water). Run at temperature 150 celsius. Product: C1(CCCC1)NC=1C=2N(C=CC1)C(=C(N2)C2=CC(=CC=C2)OC)C2=NC(=NC=C2)NC2CCCC2 (N-cyclopentyl-3-[2-(cyclopentylamino)-4-pyrimidinyl]-2-(3-methoxyphenyl)imidazo[1,2-α]pyridin-8-amine). Yield: 31.0%. As a reaction SMILES: Cl[C:2]1[C:3]2[N:4]([C:8]([C:19]3[CH:24]=[CH:23][N:22]=[C:21]([NH:25][C:26]4[CH:31]=[CH:30][CH:29]=[CH:28]C=4)[N:20]=3)=[C:9]([C:11]3[CH:16]=[CH:15][CH:14]=[C:13]([O:17][CH3:18])[CH:12]=3)[N:10]=2)[CH:5]=[CH:6][CH:7]=1.C1(P(C2C=CC=CC=2)C2C=CC3C(=CC=CC=3)C=2C2C3C(=CC=CC=3)C=CC=2P(C2C=CC=CC=2)C2C=CC=CC=2)C=CC=CC=1.C(=O)([O-])[O-].[Cs+].[Cs+].C(OCC)(=O)C.[CH:90]1([NH2:95])[CH2:94][CH2:93][CH2:92][CH2:91]1>C([O-])(=O)C.[Pd+2].C([O-])(=O)C.O>[CH:90]1([NH:95][C:2]2[C:3]3[N:4]([C:8]([C:19]4[CH:24]=[CH:23][N:22]=[C:21]([NH:25][CH:26]5[CH2:31][CH2:30][CH2:29][CH2:28]5)[N:20]=4)=[C:9]([C:11]4[CH:16]=[CH:15][CH:14]=[C:13]([O:17][CH3:18])[CH:12]=4)[N:10]=3)[CH:5]=[CH:6][CH:7]=2)[CH2:94][CH2:93][CH2:92][CH2:91]1 |f:2.3.4,7.8.9|. Reported procedure: To a solution of 4-[8-chloro-2-(3-methoxyphenyl)imidazo[1,2-α]pyridin-3-yl]-N-phenylpyrimidin-2-amine (162 mg, 0.39 mmol) in cyclopentylamine (5 mL) was added, successively, racemic-2,2′-bis(diphenylphosphino)-1,1′-binaphthyl (15.3 mg, 0.02 mmol), cesium carbonate (376 mg, 1.15 mmol) and palladium (II) acetate (3.5 mg, 0.015 mmol). The resulting mixture was heated in a sealed tube at 150° C. for 24 hours at which time the reaction was judged complete by thin layer chromatography. The solution wa...